This data is from the Open Reaction Database (ORD), a public repository of structured organic reaction records. The task is: describe an organic reaction: reactants, conditions, products, and yield Starting materials: COC(C(C)C1=CC=C(C=C1)C#CC=1C=C(C2=C(C(CC3(CC3)O2)(C)C)C1)C1CC1)=O (2-{4-[(8-cyclopropyl-3,4-dihydro-4,4-dimethylspiro[2H-1-benzopyran-2,1′-cyclopropane]-6-yl)ethynyl]-phenyl}-propionic acid methyl ester), COC(C(C)C1=CC=C(C=C1)C#CC=1C=C(C2=C(C(CC3(CC3)O2)(C)C)C1)C1CC1)=O (2-{4-[(8-cyclopropyl-3,4-dihydro-4,4-dimethylspiro[2H-1-benzopyran-2,1′-cyclopropane]-6-yl)ethynyl]-phenyl}-propionic acid methyl ester), solution, [OH-].[Na+] (sodium hydroxide). The solvent is CO (methanol). Conditions: temperature 55 celsius. The product is C1(CC1)C1=CC(=CC=2C(CC3(CC3)OC21)(C)C)C#CC2=CC=C(C=C2)C(C(=O)O)C (2-{4-[(8-Cyclopropyl-3,4-dihydro-4,4-dimethylspiro[2H-1-benzopyran-2,1′-cyclopropane]-6-yl)ethynyl]-phenyl}-propionic acid). As a reaction SMILES: C[O:2][C:3](=[O:31])[CH:4]([C:6]1[CH:11]=[CH:10][C:9]([C:12]#[C:13][C:14]2[CH:15]=[C:16]([CH:28]3[CH2:30][CH2:29]3)[C:17]3[O:24][C:21]4([CH2:23][CH2:22]4)[CH2:20][C:19]([CH3:26])([CH3:25])[C:18]=3[CH:27]=2)=[CH:8][CH:7]=1)[CH3:5].[OH-].[Na+]>CO>[CH:28]1([C:16]2[C:17]3[O:24][C:21]4([CH2:23][CH2:22]4)[CH2:20][C:19]([CH3:25])([CH3:26])[C:18]=3[CH:27]=[C:14]([C:13]#[C:12][C:9]3[CH:8]=[CH:7][C:6]([CH:4]([CH3:5])[C:3]([OH:31])=[O:2])=[CH:11][CH:10]=3)[CH:15]=2)[CH2:29][CH2:30]1 |f:1.2|. Procedure details: A solution of 2-{4-[(8-cyclopropyl-3,4-dihydro-4,4-dimethylspiro[2H-1-benzopyran-2,1′-cyclopropane]-6-yl)ethynyl]-phenyl}-propionic acid methyl ester (Intermediate 1, 0.072 g, 0.174 mmol) in methanol (5 mL) was treated with a 1M solution of sodium hydroxide (1 mL, 1 mmol) and the resulting reaction mixture was heated at 55° C. for 4 h. The reaction mixture was cooled to ambient temperature and the volatiles were evaporated in vacuo to a residue that was diluted with 10% hydrochloric acid till ne... Reported procedure: To a stirred mixture of ethyl 1-(3-methoxy propyl)piperidin-4-carboxylate (33.0 grams, 144.1 mmol, obtained in the above step), tetrahydrofuran (200 mL) and water (200 mL) was added lithium hydroxide monohydrate (6.1 grams, 144.1 mmol). The reaction mixture was stirred at room temperature for 16 hours before being diluted with ethylacetate. The two layers were separated and the aqueous layer was acidified to pH: 3-4 with concentrated hydrochloric acid and the volatiles were removed under reduced... Yields the product COCCCN1CCC(CC1)C(=O)O (1-(3-methoxy propyl)piperidin-4-carboxylic acid). Starting materials: COCCCN1CCC(CC1)C(=O)OCC (ethyl 1-(3-methoxy propyl)piperidin-4-carboxylate), O.[OH-].[Li+] (lithium hydroxide monohydrate), O1CCCC1 (tetrahydrofuran), O (water). Run in C(C)OC(C)=O (ethylacetate). RXN SMILES: [CH3:1][O:2][CH2:3][CH2:4][CH2:5][N:6]1[CH2:11][CH2:10][CH:9]([C:12]([O:14]CC)=[O:13])[CH2:8][CH2:7]1.O1CCCC1.O.O.[OH-].[Li+]>C(OC(=O)C)C>[CH3:1][O:2][CH2:3][CH2:4][CH2:5][N:6]1[CH2:11][CH2:10][CH:9]([C:12]([OH:14])=[O:13])[CH2:8][CH2:7]1 |f:3.4.5|. Isolated yield 100.0%. Reaction conditions: time 16 hour. The reactants are OCC1=CN=CN1CCC1=C(C=CC=C1)OC (5-hydroxymethyl-1-(2-methoxyphenethyl)-1H-imidazole), C(Cl)Cl.CO (methylene dichloride methanol), [Si](C)(C)(C(C)(C)C)Cl (t-butyldimethylsilylchloride). Solvent: CN(C=O)C (dimethylformamide). Reaction conditions: time 1 hour. Yields the product [Si](C)(C)(C(C)(C)C)OCC1=CN=CN1CCC1=C(C=CC=C1)OC (5-(t-butyldimethylsilyloxymethyl)-1-(2-methoxyphenethyl)-1H-imidazole). Yield: 66.1%. Reaction SMILES: [OH:1][CH2:2][C:3]1[N:7]([CH2:8][CH2:9][C:10]2[CH:15]=[CH:14][CH:13]=[CH:12][C:11]=2[O:16][CH3:17])[CH:6]=[N:5][CH:4]=1.[Si:18](Cl)([C:21]([CH3:24])([CH3:23])[CH3:22])([CH3:20])[CH3:19].C(Cl)Cl.CO>CN(C)C=O>[Si:18]([O:1][CH2:2][C:3]1[N:7]([CH2:8][CH2:9][C:10]2[CH:15]=[CH:14][CH:13]=[CH:12][C:11]=2[O:16][CH3:17])[CH:6]=[N:5][CH:4]=1)([C:21]([CH3:24])([CH3:23])[CH3:22])([CH3:20])[CH3:19] |f:2.3|. Procedure details: 248 mg(1.09 mmol) of 5-hydroxymethyl-1-(2-methoxyphenethyl)-1H-imidazole prepared according to the same procedure as Preparation 9-1) was dissolved in 3 ml of dimethylformamide and 170 mg(1.13 mmol) of t-butyldimethylsilylchloride was added thereto. After stirring for 1 hour, the solvent was removed under reduced pressure and the residue was subjected to column chromatography(eluent: methylene dichloride/methanol=95/5, v/v) to give 248 mg(0.72 mmol, Yield 66%) of the title compound. The reactants are title compounds, [Na+].O=C1C2=C(OC(=C1)C(=O)[O-])C(=C1CCCCC1=C2)CCC (6,7,8,9-tetrahydro-4-oxo-10-propyl-4H-naphtho-[2,3-b]pyran-2-carboxylic acid sodium salt), [Na+].OC1=C2CCCCC2=C(C=2OC(=CC(C21)=O)C(=O)[O-])CCC (6,7,8,9-tetrahydro-5-hydroxy-4-oxo-10-propyl-4H-naphtho-[2,3-b]pyran-2-carboxylic acid sodium salt). Yields the product OC1CCCC2=CC3=C(OC(=CC3=O)C(=O)O)C(=C12)CCC (9-Hydroxy-6,7,8,9-tetrahydro-4-oxo-10-propyl-4H-naphtho-[2,3-b]-pyran-2-carboxylic acid). Reaction SMILES: [Na+].[O:2]=[C:3]1[CH:8]=[C:7]([C:9]([O-:11])=[O:10])[O:6][C:5]2[C:12]([CH2:20][CH2:21][CH3:22])=[C:13]3[C:18](=[CH:19][C:4]1=2)[CH2:17][CH2:16][CH2:15][CH2:14]3.[Na+].[OH:24]C1C2C(=O)C=C(C([O-])=O)OC=2C(CCC)=C2C=1CCCC2>>[OH:24][CH:14]1[C:13]2[C:18](=[CH:19][C:4]3[C:3](=[O:2])[CH:8]=[C:7]([C:9]([OH:11])=[O:10])[O:6][C:5]=3[C:12]=2[CH2:20][CH2:21][CH3:22])[CH2:17][CH2:16][CH2:15]1 |f:0.1,2.3|. Procedure: The title compounds were made using the techniques of Examples 1 and 2, but substituting 6,7,8,9-tetrahydro-4-oxo-10-propyl-4H-naphtho-[2,3-b]pyran-2-carboxylic acid sodium salt for the 6,7,8,9-tetrahydro-5-hydroxy-4-oxo-10-propyl-4H-naphtho-[2,3-b]pyran-2-carboxylic acid sodium salt. the product compounds were identified and characterised by gas liquid chromatographic nuclear magnetic resonnance spectrometry and other analytical techniques.